This data is from the Open Reaction Database (ORD), a public repository of structured organic reaction records. The task is: describe an organic reaction: reactants, conditions, products, and yield Solvent: CO (methanol), C1CCOC1 (THF). As a reaction SMILES: [Br:1][C:2]1[CH:3]=[CH:4][C:5]2[S:11][CH2:10][CH2:9][CH:8]([C:12]([O:14][CH3:15])=[O:13])[C:7](=O)[C:6]=2[CH:17]=1.[BH4-].[Na+].O>C1COCC1.CO>[Br:1][C:2]1[CH:3]=[CH:4][C:5]2[S:11][CH2:10][CH2:9][C:8]([C:12]([O:14][CH3:15])=[O:13])=[CH:7][C:6]=2[CH:17]=1 |f:1.2|. The product is BrC=1C=CC2=C(C=C(CCS2)C(=O)OC)C1 (methyl 7-bromo-2,3-dihydro-1-benzothiepine-4-carboxylate). The reactants are [BH4-].[Na+] (sodium boro hydride), BrC=1C=CC2=C(C(C(CCS2)C(=O)OC)=O)C1 (methyl 7-bromo-5-oxo-2,3,4,5-tetrahydro-1-benzothiepine-4-carboxylate), O (water). The yield is 46.5%. Reaction conditions: time 1 hour. Procedure details: A solution of methyl 7-bromo-5-oxo-2,3,4,5-tetrahydro-1-benzothiepine-4-carboxylate (24.94 g) in THF (200 ml) was cooled to −20° C., and to the mixture was added dropwise a solution of sodium boro hydride (2.99 g) in methanol (30 ml). While the temperature of the mixture was kept at −15 to 20° C., the mixture was stirred for 1 hour. To the mixture was added water, and the mixture was extracted with ethyl acetate. The organic layer was washed with saturated brine and dried with magnesium sulfate.... Reactants: C1COCCOCCOCCOCCO1, O=S(=O)(Cl)c1ccc(Cl)nc1, O=Cc1c[nH]c(-c2ccccc2F)c1, [H-], [Na+], C1CCOC1, O. Product: O=Cc1cc(-c2ccccc2F)n(S(=O)(=O)c2ccc(Cl)nc2)c1. Reaction SMILES: [CH2:17]1[O:18][CH2:19][CH2:20][O:21][CH2:22][CH2:23][O:24][CH2:25][CH2:26][O:27][CH2:28][CH2:29][O:30][CH2:31]1.[Cl:32][c:33]1[cH:34][cH:35][c:36]([S:39](=[O:40])(=[O:41])[Cl:42])[cH:37][n:38]1.[F:1][c:2]1[c:3](-[c:8]2[cH:9][c:10]([CH:13]=[O:14])[cH:11][nH:12]2)[cH:4][cH:5][cH:6][cH:7]1.[H-:15].[Na+:16].[O:43]1[CH2:44][CH2:45][CH2:46][CH2:47]1.[OH2:48]>>[F:1][c:2]1[c:3](-[c:8]2[cH:9][c:10]([CH:13]=[O:14])[cH:11][n:12]2[S:39]([c:36]2[cH:35][cH:34][c:33]([Cl:32])[n:38][cH:37]2)(=[O:40])=[O:41])[cH:4][cH:5][cH:6][cH:7]1. Reactants: ClC1=CC2=C(C(NC3=NC=CC=C23)=O)C=C1 (9-Chloro-5H-benzo[c][1,8]naphthyridin-6-one), CC(C)C1=CC(=C(C(=C1)C(C)C)C2=C(C=CC=C2)P(C3CCCCC3)C4CCCCC4)C(C)C (X-Phos), CC(C)(C)[O-].[Na+] (NaOtBu), COC1=CC(=CC=C1)N (m-anisidine). Reagents/catalysts: CC(=O)[O-].CC(=O)[O-].[Pd+2] (Pd(OAc)2). The solvent is O1CCOCC1 (dioxane). Run at temperature 100 celsius, time 72 hour. The product is COC=1C=C(C=CC1)NC1=CC2=C(C(NC3=NC=CC=C23)=O)C=C1 (9-(3-Methoxy-phenylamino)-5H-benzo[c][1,8]naphthyridin-6-one). Yield: 20.1%. As a reaction SMILES: Cl[C:2]1[CH:16]=[CH:15][C:5]2[C:6](=[O:14])[NH:7][C:8]3[C:13]([C:4]=2[CH:3]=1)=[CH:12][CH:11]=[CH:10][N:9]=3.CC(C1C=C(C(C)C)C(C2C=CC=CC=2P(C2CCCCC2)C2CCCCC2)=C(C(C)C)C=1)C.CC([O-])(C)C.[Na+].[CH3:57][O:58][C:59]1[CH:64]=[CH:63][CH:62]=[C:61]([NH2:65])[CH:60]=1>O1CCOCC1.CC([O-])=O.CC([O-])=O.[Pd+2]>[CH3:57][O:58][C:59]1[CH:60]=[C:61]([NH:65][C:2]2[CH:16]=[CH:15][C:5]3[C:6](=[O:14])[NH:7][C:8]4[C:13]([C:4]=3[CH:3]=2)=[CH:12][CH:11]=[CH:10][N:9]=4)[CH:62]=[CH:63][CH:64]=1 |f:2.3,6.7.8|. Procedure details: Compound 6 (50 mg, 0.22 mmol), Pd(OAc)2 (4 mg, 0.02 mmol), X-Phos (17 mg, 0.03 mmol), NaOtBu (125 mg, 1.30 mmol), and m-anisidine (0.04 mL, 0.33 mmol) were dissolved in dioxane (2 ml) and stirred for 72 hrs at 100° C. The crude material was purified directly via Biotage eluting with a gradient of 0 to 10% MeOH in CH2Cl2 to provide 231 (14 mg, 19% yield) as a white solid. LC-MS (M+H=318, obsd.=318). Starting materials: C(C)(=O)OC(C)=O (acetic acid anhydride), [OH-].[Na+] (sodium hydroxide), N1(CCCCC1)[C@@H]1[C@H](C[C@@H]2CC[C@H]3[C@@H]4C[C@@H]([C@@H]([C@@]4(C)CC[C@@H]3[C@]2(C1)C)O)N1CCN(CC1)C)O (2β-piperidino-16β-N-methyl-piperazino-3α,17β-dihydroxy-5α-androstane), C(C)(=O)O (acetic acid), O (water), C(C)(=O)O (acetic acid). The reagents and catalysts are [Cl-].[Zn+2].[Cl-] (zinc chloride). The product is N1(CCCCC1)[C@@H]1[C@H](C[C@@H]2CC[C@H]3[C@@H]4C[C@@H]([C@@H]([C@@]4(C)CC[C@@H]3[C@]2(C1)C)OC(C)=O)N1CCN(CC1)C)OC(C)=O (2β-piperidino-16β-N-methyl-piperazino-3α,17β-diacetoxy-5α-androstane). Reaction SMILES: [N:1]1([C@H:7]2[CH2:24][C@@:23]3([CH3:25])[C@@H:10]([CH2:11][CH2:12][C@@H:13]4[C@@H:22]3[CH2:21][CH2:20][C@@:18]3([CH3:19])[C@H:14]4[CH2:15][C@H:16]([N:27]4[CH2:32][CH2:31][N:30]([CH3:33])[CH2:29][CH2:28]4)[C@@H:17]3[OH:26])[CH2:9][C@@H:8]2[OH:34])[CH2:6][CH2:5][CH2:4][CH2:3][CH2:2]1.[C:35](OC(=O)C)(=[O:37])[CH3:36].O.[OH-].[Na+].[C:45](O)(=[O:47])[CH3:46]>[Cl-].[Zn+2].[Cl-]>[N:1]1([C@H:7]2[CH2:24][C@@:23]3([CH3:25])[C@@H:10]([CH2:11][CH2:12][C@@H:13]4[C@@H:22]3[CH2:21][CH2:20][C@@:18]3([CH3:19])[C@H:14]4[CH2:15][C@H:16]([N:27]4[CH2:28][CH2:29][N:30]([CH3:33])[CH2:31][CH2:32]4)[C@@H:17]3[O:26][C:35](=[O:37])[CH3:36])[CH2:9][C@@H:8]2[O:34][C:45](=[O:47])[CH3:46])[CH2:6][CH2:5][CH2:4][CH2:3][CH2:2]1 |f:3.4,6.7.8|. Procedure details: 3 g (0.0063 mole) of 2β-piperidino-16β-N-methyl-piperazino-3α,17β-dihydroxy-5α-androstane (Example 11) are dissolved in the mixture of 13 ml of acetic acid anydride and 1 ml of glacial acetic acid, whereafter 0.3 g of zinc chloride is given to the solution. The reaction mixture is stirred for 12 hours, whereafter the excess acetic acid anhydride is decomposed by adding 40 ml of water. The solution is cooled to 0° to 5° C and 15% aqueous sodium hydroxide solution is added at the same temperature ... Reactants: CCN1c2ncc(C=Cc3ccncc3)cc2C(=O)N(C)c2cccnc21, CCOC(C)=O, O=[Pt]. RXN SMILES: [CH2:1]([CH3:2])[N:3]1[c:4]2[c:5]([cH:24][cH:25][cH:26][n:27]2)[N:6]([CH3:23])[C:7](=[O:22])[c:8]2[c:9]1[n:10][cH:11][c:12]([CH:14]=[CH:15][c:16]1[cH:17][cH:18][n:19][cH:20][cH:21]1)[cH:13]2.[CH3:28][CH2:29][O:30][C:31](=[O:32])[CH3:33].[Pt:34]=[O:35]>>[CH2:1]([CH3:2])[N:3]1[c:4]2[c:5]([cH:24][cH:25][cH:26][n:27]2)[N:6]([CH3:23])[C:7](=[O:22])[c:8]2[c:9]1[n:10][cH:11][c:12]([CH2:14][CH2:15][c:16]1[cH:17][cH:18][n:19][cH:20][cH:21]1)[cH:13]2. Product: CCN1c2ncc(CCc3ccncc3)cc2C(=O)N(C)c2cccnc21. Starting materials: solution, Cl (hydrogen chloride), ClC1=C(C(=O)NCC23CC4CC(CC(C2)C4)C3)C=C(C=C1)CN1CCC(CC1)=O (2-chloro-5-[(4-oxo-1-piperidinyl)methyl]-N-(tricyclo[3.3.1.13,7]dec-1-ylmethyl)-benzamide), C(O)CN (ethanolamine), C(#N)[BH3-].[Na+] (sodium cyanoborohydride), solution, Cl (hydrogen chloride), Cl (hydrochloric acid). Solvent: O1CCOCC1 (dioxane), CCOCC.CO (ether methanol), CO (methanol), O1CCOCC1 (dioxane). Run at time 48 hour. The product is Cl.ClC1=C(C(=O)NCC23CC4CC(CC(C2)C4)C3)C=C(C=C1)CN1CCC(CC1)NCCO (2-Chloro-5-[[4-[(2-hydroxyethyl)amino]-1-piperidinyl]methyl]-N-(tricyclo[3.3.1.13,7]dec-1-ylmethyl)-benzamide, hydrochloride salt). Reaction SMILES: [Cl:1][C:2]1[CH:21]=[CH:20][C:19]([CH2:22][N:23]2[CH2:28][CH2:27][C:26](=O)[CH2:25][CH2:24]2)=[CH:18][C:3]=1[C:4]([NH:6][CH2:7][C:8]12[CH2:17][CH:12]3[CH2:13][CH:14]([CH2:16][CH:10]([CH2:11]3)[CH2:9]1)[CH2:15]2)=[O:5].[CH2:30]([CH2:32][NH2:33])[OH:31].C([BH3-])#N.[Na+].Cl>CO.O1CCOCC1.CCOCC.CO>[ClH:1].[Cl:1][C:2]1[CH:21]=[CH:20][C:19]([CH2:22][N:23]2[CH2:28][CH2:27][CH:26]([NH:33][CH2:32][CH2:30][OH:31])[CH2:25][CH2:24]2)=[CH:18][C:3]=1[C:4]([NH:6][CH2:7][C:8]12[CH2:9][CH:10]3[CH2:11][CH:12]([CH2:13][CH:14]([CH2:16]3)[CH2:15]1)[CH2:17]2)=[O:5] |f:2.3,7.8,9.10|. Procedure details: To a solution of 2-chloro-5-[(4-oxo-1-piperidinyl)methyl]-N-(tricyclo[3.3.1.13,7]dec-1-ylmethyl)-benzamide (0.150 g, Example 83a) in methanol (3ml ) at room temperature were added ethanolamine (0.11 ml) and sodium cyanoborohydride (0.068g). The pH was adjusted to 6 by adding a 4N solution of hydrogen chloride in dioxane and the reaction stirred for 48 h. The reaction was acidified with concentrated hydrochloric acid until gas evolution ceased. The precipitate was removed by filtration and the fi...